Dataset: the Open Reaction Database (ORD), a public repository of structured organic reaction records. Task: describe an organic reaction: reactants, conditions, products, and yield The reactants are C1=C(C=CC2=CC=CC=C12)O.CCOCC (2-Naphthol Ether), C(CCCCCCCCCCC)(=O)O (Lauric Acid), CS(=O)(=O)O (Methanesulfonic Acid). Conditions: temperature 220 celsius. Product: C(CCCCCCCCCCC)(=O)OC1=CC2=CC=CC=C2C=C1 (2-Naphthyl Laurate). As a reaction SMILES: [CH:1]1[C:10]2[C:5](=[CH:6][CH:7]=[CH:8][CH:9]=2)[CH:4]=[CH:3][C:2]=1[OH:11].CCOCC.[C:17](O)(=[O:29])[CH2:18][CH2:19][CH2:20][CH2:21][CH2:22][CH2:23][CH2:24][CH2:25][CH2:26][CH2:27][CH3:28].CS(O)(=O)=O>>[C:17]([O:11][C:2]1[CH:3]=[CH:4][C:5]2[C:10](=[CH:9][CH:8]=[CH:7][CH:6]=2)[CH:1]=1)(=[O:29])[CH2:18][CH2:19][CH2:20][CH2:21][CH2:22][CH2:23][CH2:24][CH2:25][CH2:26][CH2:27][CH3:28] |f:0.1|. Procedure: To a four neck round bottom flask fitted with nitrogen inlet, mechanical stirrer, temperature probe and condenser is charged 1197.03 g (2.11 moles) of the Alkoxylate from example 18 and 402.97 g (2.01 moles) of Lauric Acid. A catalytic amount of Methanesulfonic Acid (1.6 g) is charged and the reaction mixture is heated to 220° C. under nitrogen sparge. The reaction is monitored by measuring the acid value to an AV of preferably less than 5. Once the AV is reached, the temperature is cooled to 85... The reactants are C=CCn1ccnc1, CCCCCCCCBr, Cc1ccccc1, CC#N. Yields the product [Br-], C=CCn1cc[n+](CCCCCCCC)c1. Reaction SMILES: [CH2:1]([CH:2]=[CH2:3])[n:4]1[cH:5][n:6][cH:7][cH:8]1.[CH2:9]([CH2:10][CH2:11][CH2:12][CH2:13][CH2:14][CH2:15][CH3:16])[Br:17].[CH3:18][c:19]1[cH:20][cH:21][cH:22][cH:23][cH:24]1.[CH3:25][C:26]#[N:27]>>[Br-:17].[CH2:1]([CH:2]=[CH2:3])[n:4]1[cH:5][n+:6]([CH2:9][CH2:10][CH2:11][CH2:12][CH2:13][CH2:14][CH2:15][CH3:16])[cH:7][cH:8]1. Reactants: ClC=1C=C2C=C(NC2=CC1)C=O (5-Chloroindole-2-carboxaldehyde), C(=O)C=P(C1=CC=CC=C1)(C1=CC=CC=C1)C1=CC=CC=C1 ((formylmethylene)triphenylphosphorane), ClC=1C=C2C=C(NC2=CC1)/C=C/C=O ((E)-3-(5-chloro-2-indolyl)-2-propenaldehyde). Product: yellow powder, ClC=1C=C2C=C(NC2=CC1)/C=C/C=O ((E)-3-(5-Chloro-2-indolyl)-2-propenaldehyde), C1CCC2=NCCCN2CC1 (DBU). As a reaction SMILES: ClC1C=C2C(=CC=1)[NH:7]C(C=O)=C2.C(C=P(C1C=CC=CC=1)(C1C=CC=CC=1)C1C=CC=CC=1)=O.[Cl:35][C:36]1[CH:37]=[C:38]2[C:42](=[CH:43][CH:44]=1)[NH:41][C:40](/[CH:45]=[CH:46]/[CH:47]=[O:48])=[CH:39]2>>[Cl:35][C:36]1[CH:37]=[C:38]2[C:42](=[CH:43][CH:44]=1)[NH:41][C:40](/[CH:45]=[CH:46]/[CH:47]=[O:48])=[CH:39]2.[CH2:36]1[CH2:44][CH2:43][N:7]2[C:42](=[N:41][CH2:40][CH2:45][CH2:46]2)[CH2:38][CH2:37]1. Procedure: 5-Chloroindole-2-carboxaldehyde was prepared starting from ethyl 5-chloroindole-2-carboxylate (7.4 g, 33 mmol) according to the procedure of Preparation 1, obtaining 2 g of a yellow solid, m.p.=208-209° C. The aldehyde (1.2 g, 6.7 mmol) was transformed in (E)-3-(5-chloro-2-indolyl)-2-propenaldehyde through the reaction with (formylmethylene)triphenylphosphorane (2 g, 6.7 mmol) following the procedure described in Preparation 2, obtaining 0.5 g of yellow powder, m.p.=207-209° C. (E)-3-(5-Chloro-2... Starting materials: ClC1=NC(=CC(=N1)Cl)C (2,4-dichloro-6-methylpyrimidine), [C-]#N.[K+] (potassium cyanide). Reported procedure: 24.5 g of 2,4-dichloro-6-methylpyrimidine and 9.8 g of potassium cyanide were dissolved in 150 ml of CH3CN and refluxed for 8 days. The solvent was evaporated, the residue was dissolved in 150 ml of ethyl acetate and extracted twice with 50 ml H2O. The organic layer was dried over Na2SO4, the solvent was evaporated and the residue was purified on silica gel using a 4:1 mixture of benzene and methyl tert.butyl ether as eluent to give 5.2 g (24.8%) of 2-chloro-4-cyano-6-methyl pyrimidine of m.p. 5... The solvent is CC#N (CH3CN). Yields the product ClC1=NC(=CC(=N1)C#N)C (2-chloro-4-cyano-6-methyl pyrimidine). Isolated yield 22.5%. As a reaction SMILES: [Cl:1][C:2]1[N:7]=[C:6](Cl)[CH:5]=[C:4]([CH3:9])[N:3]=1.[C-:10]#[N:11].[K+]>CC#N>[Cl:1][C:2]1[N:7]=[C:6]([C:10]#[N:11])[CH:5]=[C:4]([CH3:9])[N:3]=1 |f:1.2|. The reactants are C(C1=CC=CC=C1)OC(=O)N1CC(C12CNCCC2)(F)F (3,3-difluoro-1,6-diaza-spiro[3.5]nonane-1-carboxylic acid benzyl ester), ClC=1C2=C(N=CN1)NC=C2 (4-chloro-7H-pyrrolo[2,3-d]pyrimidine), C([O-])([O-])=O.[K+].[K+] (potassium carbonate). Solvent: O (water), C(C)(=O)OCC (ethyl acetate), O (water). Reaction conditions: time 16.5 hour. Yields the product C(C1=CC=CC=C1)OC(=O)N1CC(C12CN(CCC2)C=2C1=C(N=CN2)NC=C1)(F)F (3,3-difluoro-6-(7H-pyrrolo[2,3-d]pyrimidin-4-yl)-1,6-diaza-spiro[3.5]nonane-1-carboxylic acid benzyl ester). Yield: 106.1%. RXN SMILES: [CH2:1]([O:8][C:9]([N:11]1[C:14]2([CH2:19][CH2:18][CH2:17][NH:16][CH2:15]2)[C:13]([F:21])([F:20])[CH2:12]1)=[O:10])[C:2]1[CH:7]=[CH:6][CH:5]=[CH:4][CH:3]=1.Cl[C:23]1[C:24]2[CH:31]=[CH:30][NH:29][C:25]=2[N:26]=[CH:27][N:28]=1.C(=O)([O-])[O-].[K+].[K+]>O.C(OCC)(=O)C>[CH2:1]([O:8][C:9]([N:11]1[C:14]2([CH2:19][CH2:18][CH2:17][N:16]([C:23]3[C:24]4[CH:31]=[CH:30][NH:29][C:25]=4[N:26]=[CH:27][N:28]=3)[CH2:15]2)[C:13]([F:21])([F:20])[CH2:12]1)=[O:10])[C:2]1[CH:7]=[CH:6][CH:5]=[CH:4][CH:3]=1 |f:2.3.4|. Reported procedure: An optically-active compound of 3,3-difluoro-1,6-diaza-spiro[3.5]nonane-1-carboxylic acid benzyl ester 1 hydrochloride (11.2 g) was mixed with 4-chloro-7H-pyrrolo[2,3-d]pyrimidine (4.2 g), potassium carbonate (18.7 g) and water (104 ml), and the mixture was stirred for 16.5 hours with refluxing. The mixture was cooled to room temperature, and thereto were added ethyl acetate and water. The mixture was filtered, and the filtrate was separated and the resulting organic layer was washed with satura... The reactants are COC(CC1=C(C=C(C=C1)Cl)Cl)=O (2,4-dichlorobenzeneacetic acid methyl ester), benzyl, CI (methyl iodide), C(C1=CC=CC=C1)OC=1C=C(C(=O)O)C=CN1 (2-benzyloxy-isonicotinic acid), C(C1=CC=CC=C1)OC1=NC=CC(=C1)C(C(F)(F)F)(C(C)C1=C(C=C(C=C1)Cl)Cl)O (2-(2-benzyloxy-pyridin-4-yl)-3-(2,4-dichloro-phenyl)-1,1,1-trifluoro-butan-2-ol). Procedure: The title compound was prepared in analogy to Example 1, steps 2 to 5, from 2,4-dichlorobenzeneacetic acid methyl ester [CAS Reg. No. 91361-41-0] and 2-benzyloxy-isonicotinic acid (which was made as described below from 2-chloro isonicotinic acid), leading to 2-(2-benzyloxy-pyridin-4-yl)-3-(2,4-dichloro-phenyl)-1,1,1-trifluoro-butan-2-ol, followed by cleavage of the benzyl protecting group by hydrogenation over Pd/C-10% (0.75 g) in ethyl actetate (150 ml). In step 4, methyl iodide was used as an... As a reaction SMILES: COC(=O)CC1C=CC(Cl)=CC=1Cl.C(OC1C=C(C=CN=1)C(O)=O)C1C=CC=CC=1.C([O:38][C:39]1[CH:44]=[C:43]([C:45]([OH:60])([CH:50]([C:52]2[CH:57]=[CH:56][C:55]([Cl:58])=[CH:54][C:53]=2[Cl:59])[CH3:51])[C:46]([F:49])([F:48])[F:47])[CH:42]=[CH:41][N:40]=1)C1C=CC=CC=1.CI>[Pd]>[Cl:59][C:53]1[CH:54]=[C:55]([Cl:58])[CH:56]=[CH:57][C:52]=1[CH:50]([CH3:51])[C:45]([C:43]1[CH:42]=[CH:41][NH:40][C:39](=[O:38])[CH:44]=1)([OH:60])[C:46]([F:49])([F:48])[F:47]. Reagents/catalysts: [Pd] (Pd/C). Product: ClC1=C(C=CC(=C1)Cl)C(C(C(F)(F)F)(O)C1=CC(NC=C1)=O)C (4-[2-(2,4-Dichloro-phenyl)-1-hydroxy-1-trifluoromethyl-propyl]-1H-pyridin-2-one). Reactants: CCN=C=NCCCN(C)C, CCN(C(C)C)C(C)C, ClCCl, NCc1ccc(C(=O)N2N=C(c3cccnc3)CC2c2ccccc2O)s1, O, O=C(O)c1ccccn1. Yields the product O=C(NCc1ccc(C(=O)N2N=C(c3cccnc3)CC2c2ccccc2O)s1)c1ccccn1. RXN SMILES: [CH3:28][CH2:29][N:30]=[C:31]=[N:32][CH2:33][CH2:34][CH2:35][N:36]([CH3:37])[CH3:38].[CH:39]([N:40]([CH2:41][CH3:42])[CH:43]([CH3:44])[CH3:45])([CH3:46])[CH3:47].[Cl:57][CH2:58][Cl:59].[NH2:1][CH2:2][c:3]1[cH:4][cH:5][c:6]([C:8](=[O:9])[N:10]2[N:11]=[C:12]([c:22]3[cH:23][n:24][cH:25][cH:26][cH:27]3)[CH2:13][CH:14]2[c:15]2[c:16]([OH:21])[cH:17][cH:18][cH:19][cH:20]2)[s:7]1.[OH2:60].[OH:48][C:49](=[O:50])[c:51]1[cH:52][cH:53][cH:54][cH:55][n:56]1>>[NH:1]([CH2:2][c:3]1[cH:4][cH:5][c:6]([C:8](=[O:9])[N:10]2[N:11]=[C:12]([c:22]3[cH:23][n:24][cH:25][cH:26][cH:27]3)[CH2:13][CH:14]2[c:15]2[c:16]([OH:21])[cH:17][cH:18][cH:19][cH:20]2)[s:7]1)[C:49](=[O:48])[c:51]1[cH:52][cH:53][cH:54][cH:55][n:56]1. Starting materials: Nc1nc(Cl)cc(Sc2ccc(OCc3ccccc3)cc2[N+](=O)[O-])n1, CO, [Cl-], [Fe], [NH4+], C1CCOC1, O. Product: Nc1nc(Cl)cc(Sc2ccc(OCc3ccccc3)cc2N)n1. As a reaction SMILES: [CH2:1]([c:2]1[cH:3][cH:4][cH:5][cH:6][cH:7]1)[O:8][c:9]1[cH:10][c:11]([N+:24]([O-:25])=[O:26])[c:12]([S:15][c:16]2[n:17][c:18]([NH2:23])[n:19][c:20]([Cl:22])[cH:21]2)[cH:13][cH:14]1.[CH3:35][OH:36].[Cl-:27].[Fe:37].[NH4+:28].[O:29]1[CH2:30][CH2:31][CH2:32][CH2:33]1.[OH2:34]>>[CH2:1]([c:2]1[cH:3][cH:4][cH:5][cH:6][cH:7]1)[O:8][c:9]1[cH:10][c:11]([NH2:24])[c:12]([S:15][c:16]2[n:17][c:18]([NH2:23])[n:19][c:20]([Cl:22])[cH:21]2)[cH:13][cH:14]1. Starting materials: NC1=C(C(=O)O)C=CC(=C1)C (2-amino-4-methylbenzoic acid). The solvent is C1CCOC1 (THF), C1CCOC1 (THF). Run at time 3 day. The product is NC1=C(C=CC(=C1)C)CO ((2-Amino-4-methylphenyl)-methanol). Reaction SMILES: [NH2:1][C:2]1[CH:10]=[C:9]([CH3:11])[CH:8]=[CH:7][C:3]=1[C:4](O)=[O:5]>C1COCC1>[NH2:1][C:2]1[CH:10]=[C:9]([CH3:11])[CH:8]=[CH:7][C:3]=1[CH2:4][OH:5]. Procedure details: To a solution of 2-amino-4-methylbenzoic acid (1.0 g, 6.62 mmol) in THF (10 mL) is added drop wise BH3 THF (1.0 M, 16.6 mL, 16.6 mmol) and the mixture is stirred at RT for 3 days. Excess BH3 is quenched with 1N HCl at 0° C. The solvent is evaporated to obtain a white solid. The solid is washed with water, and then hexane to remove the water. The solid is then dried in an oven to obtain the title compound).